This data is from the Open Reaction Database (ORD), a public repository of structured organic reaction records. The task is: describe an organic reaction: reactants, conditions, products, and yield Starting materials: Cl.C1(=CC=CC=C1)NN (phenylhydrazine hydrochloride), C(C)(=O)C(CCCCCC(=O)O)C (7-acetyloctanoic acid). Solvent: C(C)(=O)O (acetic acid). The product is CC1=NC2=CC=CC=C2C1(C)CCCCCC(=O)O (6-(2,3-dimethyl-3H-indol-3-yl)hexanoic acid). Yield: 61.7%. As a reaction SMILES: Cl.[C:2]1([NH:8]N)[CH:7]=[CH:6][CH:5]=[CH:4][CH:3]=1.[C:10]([CH:13]([CH3:22])[CH2:14][CH2:15][CH2:16][CH2:17][CH2:18][C:19]([OH:21])=[O:20])(=O)[CH3:11]>C(O)(=O)C>[CH3:11][C:10]1[C:13]([CH2:14][CH2:15][CH2:16][CH2:17][CH2:18][C:19]([OH:21])=[O:20])([CH3:22])[C:7]2[C:2](=[CH:3][CH:4]=[CH:5][CH:6]=2)[N:8]=1 |f:0.1|. Procedure: To a stirred solution of phenylhydrazine hydrochloride (Aldrich, 7.2 g, 0.05 mol) in acetic acid (50 ml) was added 7-acetyloctanoic acid (11 g, 0.06 mol). The reaction mixture was heated under reflux for 4 hrs. The solution was cooled. (No clear precipitate was observed). Acetic acid was removed under reduced pressure. The resulting yellow liquid was chromatographed on a silica gel column using chloroform/methanol mixture as solvent. Pure 6-(2,3-dimethyl-3H-indol-3-yl)hexanoic acid (8.0 g, 61%) ... Reactants: Brc1ccc2c(c1)CCC(N1CCCCC1)C2, O=C1CCc2cc(Br)ccc2C1, C1CCNCC1, C1CNC(CN2CCCC2)C1. Product: O=C(c1ccc2c(c1)CCC(N1CCCCC1)C2)N1CCCC1CN1CCCC1. Reaction SMILES: [Br:1][c:2]1[cH:3][c:4]2[c:9]([cH:10][cH:11]1)[CH2:8][CH:7]([N:12]1[CH2:13][CH2:14][CH2:15][CH2:16][CH2:17]1)[CH2:6][CH2:5]2.[Br:29][c:30]1[cH:31][c:32]2[c:33]([cH:34][cH:36]1)[CH2:37][C:35](=[O:40])[CH2:38][CH2:39]2.[CH2:41]1[CH2:42][CH2:43][NH:44][CH2:45][CH2:46]1.[NH:18]1[CH:19]([CH2:23][N:24]2[CH2:25][CH2:26][CH2:27][CH2:28]2)[CH2:20][CH2:21][CH2:22]1>>[c:2]1([C:35]([N:18]2[CH:19]([CH2:23][N:24]3[CH2:25][CH2:26][CH2:27][CH2:28]3)[CH2:20][CH2:21][CH2:22]2)=[O:40])[cH:3][c:4]2[c:9]([cH:10][cH:11]1)[CH2:8][CH:7]([N:12]1[CH2:13][CH2:14][CH2:15][CH2:16][CH2:17]1)[CH2:6][CH2:5]2. Starting materials: ClCCl, O=C(O)C(F)(F)F, CC(C)(C)OC(=O)N1CCC(N2C(=O)NC3CCCCC32)CC1. RXN SMILES: [Cl:31][CH2:32][Cl:33].[F:24][C:25]([C:26](=[O:27])[OH:28])([F:29])[F:30].[O:1]=[C:2]1[NH:3][CH:4]2[CH:5]([N:6]1[CH:7]1[CH2:8][CH2:9][N:10]([C:13]([O:14][C:15]([CH3:16])([CH3:17])[CH3:18])=[O:19])[CH2:11][CH2:12]1)[CH2:20][CH2:21][CH2:22][CH2:23]2>>[F:24][C:25]([C:26](=[O:27])[OH:28])([F:29])[F:30].[O:1]=[C:2]1[NH:3][CH:4]2[CH:5]([N:6]1[CH:7]1[CH2:8][CH2:9][NH:10][CH2:11][CH2:12]1)[CH2:20][CH2:21][CH2:22][CH2:23]2. Product: O=C(O)C(F)(F)F, O=C1NC2CCCCC2N1C1CCNCC1. Reagents/catalysts: [Ni] (Raney Nickel). As a reaction SMILES: [Cl:1][C:2]1[CH:7]=[CH:6][C:5]([CH:8]([CH2:18][N+:19]([O-])=O)[CH2:9][P:10]([CH3:17])(=[O:16])[O:11][CH2:12][CH:13]([CH3:15])[CH3:14])=[CH:4][CH:3]=1.N.[H][H]>C(O)C.[Ni]>[NH2:19][CH2:18][CH:8]([C:5]1[CH:6]=[CH:7][C:2]([Cl:1])=[CH:3][CH:4]=1)[CH2:9][P:10]([CH3:17])(=[O:16])[O:11][CH2:12][CH:13]([CH3:15])[CH3:14]. Reactants: [H][H] (hydrogen), ClC1=CC=C(C=C1)C(CP(OCC(C)C)(=O)C)C[N+](=O)[O-] (isobutyl 2-(4-chlorophenyl)-3-nitro-propyl(methyl)phosphinate), solution, N (ammonia). The solvent is C(C)O (ethanol), C(C)O (ethanol). The product is NCC(CP(OCC(C)C)(=O)C)C1=CC=C(C=C1)Cl (isobutyl 3-amino-2-(4-chlorophenyl)-propyl(methyl)phosphinate). Reported procedure: A solution of 6.8 g of isobutyl 2-(4-chlorophenyl)-3-nitro-propyl(methyl)phosphinate in 80 ml of ethanol is added to 64 g of an 8% solution of ammonia in ethanol. To this are added 8 ml of Raney Nickel slurry and the resulting mixture is hydrogenated at 1 bar until hydrogen uptake ceases. The mixture is then filtered and the filtrate is concentrated under reduced pressure to give isobutyl 3-amino-2-(4-chlorophenyl)-propyl(methyl)phosphinate as a viscousoil, 31P N.M.R. spectrum: δ=+54.0 and +53.4... Starting materials: CNC, CC(=O)O, Cl, CC(=O)Nc1nc(C=Cc2ccc([N+](=O)[O-])cc2)cs1. Yields the product CC(=O)Nc1nc(C=Cc2ccc([N+](=O)[O-])cc2)c(CN(C)C)s1. As a reaction SMILES: [CH3:22][NH:23][CH3:24].[CH3:25][C:26](=[O:27])[OH:28].[ClH:21].[N+:1](=[O:2])([O-:3])[c:4]1[cH:5][cH:6][c:7]([CH:10]=[CH:11][c:12]2[n:13][c:14]([NH:17][C:18]([CH3:19])=[O:20])[s:15][cH:16]2)[cH:8][cH:9]1>>[N+:1](=[O:2])([O-:3])[c:4]1[cH:5][cH:6][c:7]([CH:10]=[CH:11][c:12]2[n:13][c:14]([NH:17][C:18]([CH3:19])=[O:20])[s:15][c:16]2[CH2:25][N:23]([CH3:22])[CH3:24])[cH:8][cH:9]1. The reactants are CCOC(=O)c1cc(=O)c2cccc(NC(=O)c3ccc4c(c3)CCC(COCc3ccccc3)O4)c2o1, CO, [Na+], C1CCOC1, [OH-]. Yields the product O=C(Nc1cccc2c(=O)cc(C(=O)O)oc12)c1ccc2c(c1)CCC(COCc1ccccc1)O2. RXN SMILES: [CH2:1]([c:2]1[cH:3][cH:4][cH:5][cH:6][cH:7]1)[O:8][CH2:9][CH:10]1[O:11][c:12]2[cH:13][cH:14][c:15]([C:20](=[O:21])[NH:22][c:23]3[cH:24][cH:25][cH:26][c:27]4[c:28](=[O:38])[cH:29][c:30]([C:33](=[O:34])[O:35][CH2:36][CH3:37])[o:31][c:32]34)[cH:16][c:17]2[CH2:18][CH2:19]1.[CH3:41][OH:42].[Na+:40].[O:43]1[CH2:44][CH2:45][CH2:46][CH2:47]1.[OH-:39]>>[CH2:1]([c:2]1[cH:3][cH:4][cH:5][cH:6][cH:7]1)[O:8][CH2:9][CH:10]1[O:11][c:12]2[cH:13][cH:14][c:15]([C:20](=[O:21])[NH:22][c:23]3[cH:24][cH:25][cH:26][c:27]4[c:28](=[O:38])[cH:29][c:30]([C:33](=[O:34])[OH:35])[o:31][c:32]34)[cH:16][c:17]2[CH2:18][CH2:19]1. Starting materials: Cc1oc(-c2ccccc2)nc1C(=O)COc1ccc(C=C2SC(=O)NC2=O)cc1, C1COCCO1. Product: Cc1oc(-c2ccccc2)nc1C(=O)COc1ccc(CC2SC(=O)NC2=O)cc1. As a reaction SMILES: [CH3:1][c:2]1[c:3]([C:13]([CH2:14][O:15][c:16]2[cH:17][cH:18][c:19]([CH:20]=[C:21]3[C:22](=[O:27])[NH:23][C:24](=[O:26])[S:25]3)[cH:28][cH:29]2)=[O:30])[n:4][c:5](-[c:7]2[cH:8][cH:9][cH:10][cH:11][cH:12]2)[o:6]1.[O:31]1[CH2:32][CH2:33][O:34][CH2:35][CH2:36]1>>[CH3:1][c:2]1[c:3]([C:13]([CH2:14][O:15][c:16]2[cH:17][cH:18][c:19]([CH2:20][CH:21]3[C:22](=[O:27])[NH:23][C:24](=[O:26])[S:25]3)[cH:28][cH:29]2)=[O:30])[n:4][c:5](-[c:7]2[cH:8][cH:9][cH:10][cH:11][cH:12]2)[o:6]1. Starting materials: C(C)(C)(C)C1=CC=C(C=C1)C1=NN2C(=NC(=CC2=O)O)S1 (2-(4-tert-butylphenyl)-7-hydroxy-5H-[1,3,4]thiadiazolo[3,2-a]pyrimidin-5-one), [N+](=O)(O)[O-] (nitric acid). Solvent: C(C)(=O)O (acetic acid). Reaction conditions: temperature 80 celsius. Product: C(C)(C)(C)C1=CC=C(C=C1)C1=NN2C(=NC(=C(C2=O)[N+](=O)[O-])O)S1 (2-(4-tert-butylphenyl)-7-hydroxy-6-nitro-5H-[1,3,4]thiadiazolo[3,2-a]pyrimidin-5-one). RXN SMILES: [C:1]([C:5]1[CH:10]=[CH:9][C:8]([C:11]2[S:21][C:14]3=[N:15][C:16]([OH:20])=[CH:17][C:18](=[O:19])[N:13]3[N:12]=2)=[CH:7][CH:6]=1)([CH3:4])([CH3:3])[CH3:2].[N+:22]([O-])([OH:24])=[O:23]>C(O)(=O)C>[C:1]([C:5]1[CH:6]=[CH:7][C:8]([C:11]2[S:21][C:14]3=[N:15][C:16]([OH:20])=[C:17]([N+:22]([O-:24])=[O:23])[C:18](=[O:19])[N:13]3[N:12]=2)=[CH:9][CH:10]=1)([CH3:4])([CH3:2])[CH3:3]. Procedure details: 10.0 g of 2-(4-tert-butylphenyl)-7-hydroxy-5H-[1,3,4]thiadiazolo[3,2-a]pyrimidin-5-one was suspended in 100 ml of acetic acid, and 15 ml of fuming nitric acid was added dropwise to the suspension while maintaining the temperature at 80° C. After completion of the reaction, the mixture was cooled and the precipitate was separated by filtration to obtain 7.1 g of 2-(4-tert-butylphenyl)-7-hydroxy-6-nitro-5H-[1,3,4]thiadiazolo[3,2-a]pyrimidin-5-one as pale yellow prisms having a melting point of 245... Isolated yield 67.7%. Yields the product CON=C(CN1C(C=2C(C1=O)=CC=CC2)=O)C (N-[2-(N-methoxyimino)propyl]-phthalimide). Reaction conditions: time 12 hour. Run in C(C)O (ethanol). Reactants: O (water), O=C(CN1C(C=2C(C1=O)=CC=CC2)=O)C (N-(2-oxopropyl)phthalimide), [OH-].[Na+] (sodium hydroxide), Cl.CON (O-methylhydroxylamine hydrochloride). Reported procedure: 1.33 g (6.55 mmol) of N-(2-oxopropyl)phthalimide was dissolved in 30 ml of ethanol and to the solution was added 1.64 g (19.7 mmol) of O-methylhydroxylamine hydrochloride. To this suspension was added 20 ml of 2N aqueous sodium hydroxide solution, followed by being stirred at room temperature for 12 hours. The reaction mixture was poured into 100 ml of water and extracted with chloroform (30 ml×3), and the combined organic layer was dried over magnesium sulfate. Chloroform was distilled off and ... Reaction SMILES: O=[C:2]([CH3:15])[CH2:3][N:4]1[C:8](=[O:9])[C:7]2=[CH:10][CH:11]=[CH:12][CH:13]=[C:6]2[C:5]1=[O:14].Cl.[CH3:17][O:18][NH2:19].[OH-].[Na+].O>C(O)C>[CH3:17][O:18][N:19]=[C:2]([CH3:15])[CH2:3][N:4]1[C:8](=[O:9])[C:7]2=[CH:10][CH:11]=[CH:12][CH:13]=[C:6]2[C:5]1=[O:14] |f:1.2,3.4|. Starting materials: COC(CC1=CN=CC2=CC=C(C=C12)Br)=O ((6-bromo-isoquinolin4-yl)-acetic acid methyl ester), Intermediate 31, CN(C)C=O (DMF). Reagents/catalysts: [C-]#N.[C-]#N.[Zn+2] (zinc dicyanide), C1(=CC=CC=C1)P([C-]1C=CC=C1)C1=CC=CC=C1.[C-]1(C=CC=C1)P(C1=CC=CC=C1)C1=CC=CC=C1.[Fe+2] (1,1′-bis(diphenylphosphino)ferrocene), C=1C=CC(=CC1)/C=C/C(=O)/C=C/C2=CC=CC=C2.C=1C=CC(=CC1)/C=C/C(=O)/C=C/C2=CC=CC=C2.C=1C=CC(=CC1)/C=C/C(=O)/C=C/C2=CC=CC=C2.[Pd].[Pd] (tris(dibenzylideneacetone)dipalladium(0)). Solvent: C(Cl)(Cl)Cl (chloroform). Conditions: temperature 120 celsius, time 22 hour. Product: COC(CC1=CN=CC2=CC=C(C=C12)C#N)=O ((6-cyano-isoquinolin-4-yl)-acetic acid methyl ester). Reaction SMILES: [CH3:1][O:2][C:3](=[O:16])[CH2:4][C:5]1[C:14]2[C:9](=[CH:10][CH:11]=[C:12](Br)[CH:13]=2)[CH:8]=[N:7][CH:6]=1.[CH3:17][N:18](C=O)C>C(Cl)(Cl)Cl.[C-]#N.[C-]#N.[Zn+2].C1(P(C2C=CC=CC=2)[C-]2C=CC=C2)C=CC=CC=1.[C-]1(P(C2C=CC=CC=2)C2C=CC=CC=2)C=CC=C1.[Fe+2].C1C=CC(/C=C/C(/C=C/C2C=CC=CC=2)=O)=CC=1.C1C=CC(/C=C/C(/C=C/C2C=CC=CC=2)=O)=CC=1.C1C=CC(/C=C/C(/C=C/C2C=CC=CC=2)=O)=CC=1.[Pd].[Pd]>[CH3:1][O:2][C:3](=[O:16])[CH2:4][C:5]1[C:14]2[C:9](=[CH:10][CH:11]=[C:12]([C:17]#[N:18])[CH:13]=2)[CH:8]=[N:7][CH:6]=1 |f:3.4.5,6.7.8,9.10.11.12.13|. Reported procedure: A solution of (6-bromo-isoquinolin4-yl)-acetic acid methyl ester (52 mg, 0.19 mmol), prepared as described as an intermediate for Intermediate 31, in DMF (3 ml) is added to zinc dicyanide (26 mg, 0.22 mmol) under a nitrogen atmosphere. To the resulting mixture is added 1,1′-bis(diphenylphosphino)ferrocene (15 mg) and tris(dibenzylideneacetone)dipalladium(0) (8 mg) and the resulting mixture stirred at 120° C. for 22 h. The solution is cooled and diluted with chloroform (30 ml) and washed with wat...